Dataset: the Open Reaction Database (ORD), a public repository of structured organic reaction records. Task: describe an organic reaction: reactants, conditions, products, and yield Reactants: OC1=C(C=C(C=C1)O)C(C)=O (2',5'-dihydroxyacetophenone), C1(CCCCC1)C(=O)Cl (cyclohexanecarbonyl chloride), BrCCCCCCCl (1-bromo-6-chlorohexane), N1CCOCC1 (morpholine). Product: Cl.C1(CCCCC1)C=1OC2=C(C(C1)=O)C=C(C=C2)OCCCCCCN2CCOCC2 (2-Cyclohexyl-6-(6-morpholinylhexoxy)-4H-1-benzopyran-4-one hydrochloride). RXN SMILES: [OH:1][C:2]1[CH:7]=[CH:6][C:5]([OH:8])=[CH:4][C:3]=1[C:9](=[O:11])[CH3:10].[CH:12]1([C:18]([Cl:20])=O)[CH2:17][CH2:16][CH2:15][CH2:14][CH2:13]1.Br[CH2:22][CH2:23][CH2:24][CH2:25][CH2:26][CH2:27]Cl.[NH:29]1[CH2:34][CH2:33][O:32][CH2:31][CH2:30]1>>[ClH:20].[CH:12]1([C:18]2[O:1][C:2]3[CH:7]=[CH:6][C:5]([O:8][CH2:22][CH2:23][CH2:24][CH2:25][CH2:26][CH2:27][N:29]4[CH2:34][CH2:33][O:32][CH2:31][CH2:30]4)=[CH:4][C:3]=3[C:9](=[O:11])[CH:10]=2)[CH2:13][CH2:14][CH2:15][CH2:16][CH2:17]1 |f:4.5|. Procedure: The compound was prepared by a method similar to Example 11 from 2',5'-dihydroxyacetophenone, cyclohexanecarbonyl chloride, 1-bromo-6-chlorohexane, and morpholine: mp 167°-168° C. Reactants: BrC=1C=C(C=NC1)C(CCC)NC(=O)C=1C=NN(C1C)C1=CC=C(C=C1)Cl (1-(4-Chloro-phenyl)-5-methyl-1H-pyrazole-4-carboxylic acid [1-(5-bromo-pyridin-3-yl)-butyl]-amide), CS(=O)[O-].[Na+] (sodium methylsulfinate), resultant mixture, CS(=O)C (DMSO), CNCCNC (N,N′-dimethylethylenediamine). The product is CS(=O)(=O)C=1C=C(C=NC1)C(CCC)NC(=O)C=1C=NN(C1C)C1=CC=C(C=C1)Cl (1-(4-chloro-phenyl)-5-methyl-1H-pyrazole-4-carboxylic acid [1-(5-methanesulfonyl-pyridin-3-yl)-butyl]-amide). The solvent is CCOC(=O)C (EtOAc). Yield: 30.5%. Reported procedure: 1-(4-Chloro-phenyl)-5-methyl-1H-pyrazole-4-carboxylic acid [1-(5-bromo-pyridin-3-yl)-butyl]-amide (100 mg, 0.22 mmol), copper(II) triflate (81 mg, 0.22 mmol), sodium methylsulfinate (80 mg, 0.67 mmol) are added to a reaction vial with a septum top which is then evacuated and filled with nitrogen for 3 cycles. DMSO (1 mL) and N,N′-dimethylethylenediamine (71 μL, 0.67 mmol) are added and the reaction is heated at 100° C. for 30 hours. The resultant mixture is cooled to room temperature, diluted wi... As a reaction SMILES: Br[C:2]1[CH:3]=[C:4]([CH:8]([NH:12][C:13]([C:15]2[CH:16]=[N:17][N:18]([C:21]3[CH:26]=[CH:25][C:24]([Cl:27])=[CH:23][CH:22]=3)[C:19]=2[CH3:20])=[O:14])[CH2:9][CH2:10][CH3:11])[CH:5]=[N:6][CH:7]=1.[CH3:28][S:29]([O-:31])=[O:30].[Na+].CS(C)=O.CNCCNC>CCOC(C)=O.[O-]S(C(F)(F)F)(=O)=O.[Cu+2].[O-]S(C(F)(F)F)(=O)=O>[CH3:28][S:29]([C:2]1[CH:3]=[C:4]([CH:8]([NH:12][C:13]([C:15]2[CH:16]=[N:17][N:18]([C:21]3[CH:26]=[CH:25][C:24]([Cl:27])=[CH:23][CH:22]=3)[C:19]=2[CH3:20])=[O:14])[CH2:9][CH2:10][CH3:11])[CH:5]=[N:6][CH:7]=1)(=[O:31])=[O:30] |f:1.2,6.7.8|. Reagents/catalysts: [O-]S(=O)(=O)C(F)(F)F.[Cu+2].[O-]S(=O)(=O)C(F)(F)F (copper(II) triflate). Conditions: temperature 100 celsius. Reactants: Cl.Cl.C[Si](CCOCN1C=CC2=C1N=CN=C2C=2C=NN(C2)C2(CNC2)CC#N)(C)C ({3-[4-(7-{[2-(trimethylsilyl)ethoxy]methyl}-7H-pyrrolo[2,3-d]pyrimidin-4-yl)-1H-pyrazol-1-yl]azetidin-3-yl}acetonitrile dihydrochloride), BrC1=C(C=C(C(=O)OC)C=C1)F (methyl 4-bromo-3-fluorobenzoate), C([O-])([O-])=O.[Cs+].[Cs+] (cesium carbonate). Reagents/catalysts: C1(=CC=CC=C1)P(C1=C(C2=CC=CC=C2C=C1)C1=C(C=CC2=CC=CC=C12)P(C1=CC=CC=C1)C1=CC=CC=C1)C1=CC=CC=C1 (2,2′-Bis(diphenylphosphino)-1,1′-binaphthyl), C(C)(=O)[O-].[Pd+2].C(C)(=O)[O-] (palladium acetate). The solvent is C(C)(=O)OCC (ethyl acetate), C1(=CC=CC=C1)C (toluene). Reaction conditions: temperature 120 celsius, time 5 hour. Product: C(#N)CC1(CN(C1)C1=C(C=C(C(=O)OC)C=C1)F)N1N=CC(=C1)C=1C2=C(N=CN1)N(C=C2)COCC[Si](C)(C)C (methyl 4-{3-(cyanomethyl)-3-[4-(7-{[2-(trimethylsilyl)ethoxy]methyl}-7H-pyrrolo[2,3-d]pyrimidin-4-yl)-1H-pyrazol-1-yl]azetidin-1-yl}-3-fluorobenzoate). Isolated yield 104.8%. RXN SMILES: Cl.Cl.[CH3:3][Si:4]([CH3:31])([CH3:30])[CH2:5][CH2:6][O:7][CH2:8][N:9]1[C:13]2[N:14]=[CH:15][N:16]=[C:17]([C:18]3[CH:19]=[N:20][N:21]([C:23]4([CH2:27][C:28]#[N:29])[CH2:26][NH:25][CH2:24]4)[CH:22]=3)[C:12]=2[CH:11]=[CH:10]1.Br[C:33]1[CH:42]=[CH:41][C:36]([C:37]([O:39][CH3:40])=[O:38])=[CH:35][C:34]=1[F:43].C(=O)([O-])[O-].[Cs+].[Cs+]>C1(C)C=CC=CC=1.C(OCC)(=O)C.C([O-])(=O)C.[Pd+2].C([O-])(=O)C.C1(P(C2C=CC=CC=2)C2C=CC3C(=CC=CC=3)C=2C2C3C(=CC=CC=3)C=CC=2P(C2C=CC=CC=2)C2C=CC=CC=2)C=CC=CC=1>[C:28]([CH2:27][C:23]1([N:21]2[CH:22]=[C:18]([C:17]3[C:12]4[CH:11]=[CH:10][N:9]([CH2:8][O:7][CH2:6][CH2:5][Si:4]([CH3:30])([CH3:3])[CH3:31])[C:13]=4[N:14]=[CH:15][N:16]=3)[CH:19]=[N:20]2)[CH2:24][N:25]([C:33]2[CH:42]=[CH:41][C:36]([C:37]([O:39][CH3:40])=[O:38])=[CH:35][C:34]=2[F:43])[CH2:26]1)#[N:29] |f:0.1.2,4.5.6,9.10.11|. Procedure details: 2,2′-Bis(diphenylphosphino)-1,1′-binaphthyl (0.11 g, 0.18 mmol) was added to a mixture of {3-[4-(7-{[2-(trimethylsilyl)ethoxy]methyl}-7H-pyrrolo[2,3-d]pyrimidin-4-yl)-1H-pyrazol-1-yl]azetidin-3-yl}acetonitrile dihydrochloride (0.86 g, 1.8 mmol), methyl 4-bromo-3-fluorobenzoate (0.50 g, 2.1 mmol, Combi-Blocks: Cat. #CA-4107), and cesium carbonate (1.7 g, 5.4 mmol) in toluene (25.0 mL) under N2, followed by palladium acetate (0.040 g, 0.18 mmol). The reaction mixture was stirred at 120° C. for 5 h... Starting materials: FC=1C=C(C#N)C=CC1I (3-fluoro-4-iodobenzonitrile), C(=O)([O-])[O-].[K+].[K+] (K2CO3), OO (H2O2). Run in CS(=O)C (DMSO). Run at time 2 hour. The product is FC=1C=C(C(=O)N)C=CC1I (3-fluoro-4-iodobenzamide). Yield: 251549.9%. RXN SMILES: [F:1][C:2]1[CH:3]=[C:4]([CH:7]=[CH:8][C:9]=1[I:10])[C:5]#[N:6].C([O-])([O-])=[O:12].[K+].[K+].OO>CS(C)=O>[F:1][C:2]1[CH:3]=[C:4]([CH:7]=[CH:8][C:9]=1[I:10])[C:5]([NH2:6])=[O:12] |f:1.2.3|. Procedure: To a solution of 3-fluoro-4-iodobenzonitrile (2.7 g, 0.010 mmol) in DMSO (6.0 mL), K2CO3 (0.450 g, 0.003 mmol) and 30% H2O2 (2.4 mL) were added at 0-10° C. and the reaction mass was stirred at RT for 2 h. After completion of the reaction, the reaction mass was quenched in ice cold water. The obtained solid product was filtered off to afford 2.0 g of the desired title product. 1H NMR (400 MHz, DMSO d6): δ 7.48-7.51 (In, 2H), 7.66 (br s, 1H), 7.69-7.70 (m, 1H), 8.09 (brs, 1H). Starting materials: C(CCC)C1=CC(=C(N)C=C1)[N+](=O)[O-] (4-n-Butyl-2-nitroaniline), C(=O)O (formic acid). The solvent is O (water). Yields the product C(CCC)C=1C=CC(=C(C1)[N+](=O)[O-])NC=O (5-n-butyl-2-formamido-1-nitrobenzene). Yield: 69.2%. As a reaction SMILES: [CH2:1]([C:5]1[CH:11]=[CH:10][C:8]([NH2:9])=[C:7]([N+:12]([O-:14])=[O:13])[CH:6]=1)[CH2:2][CH2:3][CH3:4].[CH:15](O)=[O:16]>O>[CH2:1]([C:5]1[CH:11]=[CH:10][C:8]([NH:9][CH:15]=[O:16])=[C:7]([N+:12]([O-:14])=[O:13])[CH:6]=1)[CH2:2][CH2:3][CH3:4]. Reported procedure: 4-n-Butyl-2-nitroaniline (25-g; 0.13 mole) and formic acid (25 g; 0.54 mole) were mixed together at laboratory temperature and the mixture was then refluxed for forty minutes. After cooling to laboratory temperature the clear solution was poured into water (500 ml) and the orange solid which separated was filtered off, washed with water, dried and crystallised from light petroleum (b.p. 60°-80° C.) to give 5-n-butyl-2-formamido-1-nitrobenzene (20 g), m.p. 72°-73° C. Starting materials: [Na] (sodium), [Cl-].[Na+] (sodium chloride), COC(=O)C=1C=CC(=CC1)O (methyl p-hydroxybenzoate), C1(=O)OCC2=CC=CC=C12 (phthalide). The solvent is C(C)(=O)O (acetic acid). Run at temperature 150 celsius, time 6 hour. The product is COC(=O)C1=CC=C(OCC2=C(C(=O)O)C=CC=C2)C=C1 (2-(4-methoxycarbonylphenoxy) methyl benzoic acid). RXN SMILES: [Na].[CH3:2][O:3][C:4]([C:6]1[CH:7]=[CH:8][C:9]([OH:12])=[CH:10][CH:11]=1)=[O:5].[C:13]1([C:22]2[C:17](=[CH:18][CH:19]=[CH:20][CH:21]=2)[CH2:16][O:15]1)=[O:14].[Cl-].[Na+]>C(O)(=O)C>[CH3:2][O:3][C:4]([C:6]1[CH:11]=[CH:10][C:9]([O:12][CH2:16][C:17]2[CH:18]=[CH:19][CH:20]=[CH:21][C:22]=2[C:13]([OH:15])=[O:14])=[CH:8][CH:7]=1)=[O:5] |f:3.4,^1:0|. Reported procedure: In this example, 348.9 g of sodium salt of methyl p-hydroxybenzoate, 402.4 g of phthalide and 200 g of sodium chloride are mixed with one another and stirred at 150° C. for 6 hours. After completion of the reaction, the mixture is cooled until the temperature is brought back to room temperature, 4 l of aqueous 10% acetic acid solution is added thereto and the mixture is allowed to stand at room temperature overnight. After stirring the mixture at room temperature for 3 hours, deposited crystals ... Product: O=C(CNC(=O)c1cccc(C(F)(F)F)c1)NC1CN(C2CCC(c3ccc(=O)[nH]c3)CC2)C1. As a reaction SMILES: [NH:15]1[CH2:16][CH:17]([NH:19][C:20](=[O:21])[CH2:22][NH:23][C:24]([c:25]2[cH:26][c:27]([C:31]([F:32])([F:33])[F:34])[cH:28][cH:29][cH:30]2)=[O:35])[CH2:18]1.[O:1]=[C:2]1[CH2:3][CH2:4][CH:5]([c:8]2[cH:9][cH:10][c:11](=[O:14])[nH:12][cH:13]2)[CH2:6][CH2:7]1>>[CH:2]1([N:15]2[CH2:16][CH:17]([NH:19][C:20](=[O:21])[CH2:22][NH:23][C:24]([c:25]3[cH:26][c:27]([C:31]([F:32])([F:33])[F:34])[cH:28][cH:29][cH:30]3)=[O:35])[CH2:18]2)[CH2:3][CH2:4][CH:5]([c:8]2[cH:9][cH:10][c:11](=[O:14])[nH:12][cH:13]2)[CH2:6][CH2:7]1. Starting materials: O=C(CNC(=O)c1cccc(C(F)(F)F)c1)NC1CNC1, O=C1CCC(c2ccc(=O)[nH]c2)CC1. Reactants: C(C1=CC=CC=C1)N1[C@H](CN(CC1)CC1=CC=CC=C1)CCC1=NC=CC=C1 ((S)-1,4-dibenzyl-2-(2-pyridinyl-ethyl)-piperazine), C(C)O (ethanol), C(=O)[O-].[NH4+] (ammonium formate). Reagents/catalysts: [Pd] (palladium). Run at time 30 minute. Yields the product N1=CC=C(C=C1)CC[C@@H]1NCCNC1 ((S)-2-(2-Pyridin-4-yl-ethyl)-piperazine). The yield is 86.0%. As a reaction SMILES: C([N:8]1[CH2:13][CH2:12][N:11](CC2C=CC=CC=2)[CH2:10][C@@H:9]1[CH2:21][CH2:22][C:23]1[CH:28]=[CH:27]C=CN=1)C1C=CC=CC=1.C([O-])=O.[NH4+:32].[CH2:33](O)[CH3:34]>[Pd]>[N:32]1[CH:27]=[CH:28][C:23]([CH2:22][CH2:21][C@H:9]2[CH2:10][NH:11][CH2:12][CH2:13][NH:8]2)=[CH:34][CH:33]=1 |f:1.2|. Procedure: Dissolve (S)-1,4-dibenzyl-2-(2-pyridinyl-ethyl)-piperazine (2.14 g, 5.76 mmol) in ethanol (40 mL). Add ammonium formate (2.18 g, 34.6 mmol) and palladium (430 mg, 5 wt. % on carbon) and heat to reflux. After 6 hours 30 minutes, filter the palladium on carbon and concentrate the filtrate. Purify by silica gel chromatography using 7N ammonia in methanol-methylene chloride (5%–15%) as the eluent to give 945 mg (86%) of the title compound: mp 113–116° C.; mass spectrum (ion spray): m/z=192 (M+1). An...